This data is from the Open Reaction Database (ORD), a public repository of structured organic reaction records. The task is: describe an organic reaction: reactants, conditions, products, and yield Starting materials: CC1CCCN(C(=O)n2cc[n+](C)c2)C1, Oc1ccc(Oc2ccc(C(F)(F)F)cn2)cc1, [I-]. Reaction SMILES: [CH3:20][n+:21]1[cH:22][cH:23][n:24]([C:26](=[O:27])[N:28]2[CH2:29][CH:30]([CH3:34])[CH2:31][CH2:32][CH2:33]2)[cH:25]1.[F:1][C:2]([c:3]1[cH:4][cH:5][c:6]([O:9][c:10]2[cH:11][cH:12][c:13]([OH:16])[cH:14][cH:15]2)[n:7][cH:8]1)([F:17])[F:18].[I-:19]>>[F:1][C:2]([c:3]1[cH:4][cH:5][c:6]([O:9][c:10]2[cH:11][cH:12][c:13]([O:16][C:26](=[O:27])[N:28]3[CH2:29][CH:30]([CH3:34])[CH2:31][CH2:32][CH2:33]3)[cH:14][cH:15]2)[n:7][cH:8]1)([F:17])[F:18]. The product is CC1CCCN(C(=O)Oc2ccc(Oc3ccc(C(F)(F)F)cn3)cc2)C1.